Dataset: the Open Reaction Database (ORD), a public repository of structured organic reaction records. Task: describe an organic reaction: reactants, conditions, products, and yield Reaction SMILES: [CH3:30][c:31]1[cH:32][cH:33][cH:34][cH:35][cH:36]1.[CH:37]([N:38]([CH:39]([CH3:40])[CH3:41])[CH2:42][CH3:43])([CH3:44])[CH3:45].[Cl:1][C:2]([Cl:3])=[O:4].[Cl:46][CH2:47][Cl:48].[ClH:5].[NH:6]1[CH2:7][CH2:8][C:9](=[CH:12][c:13]2[cH:14][c:15]([O:16][c:17]3[n:18][cH:19][c:20]([C:23]([F:24])([F:25])[F:26])[cH:21][cH:22]3)[cH:27][cH:28][cH:29]2)[CH2:10][CH2:11]1>>[Cl:1][C:2](=[O:4])[N:6]1[CH2:7][CH2:8][C:9](=[CH:12][c:13]2[cH:14][c:15]([O:16][c:17]3[n:18][cH:19][c:20]([C:23]([F:24])([F:25])[F:26])[cH:21][cH:22]3)[cH:27][cH:28][cH:29]2)[CH2:10][CH2:11]1. Starting materials: Cc1ccccc1, CCN(C(C)C)C(C)C, O=C(Cl)Cl, ClCCl, Cl, FC(F)(F)c1ccc(Oc2cccc(C=C3CCNCC3)c2)nc1. The product is O=C(Cl)N1CCC(=Cc2cccc(Oc3ccc(C(F)(F)F)cn3)c2)CC1.